From a dataset of the Open Reaction Database (ORD), a public repository of structured organic reaction records. describe an organic reaction: reactants, conditions, products, and yield Reactants: C1CCN2CCC(CC12)C1=CNC2=CC=CN=C12 (3-(octahydro-7-indolizinyl)-1-H-4-azaindole), C1=C(C=CC2=CC=CC=C12)S(=O)(=O)Cl (2-naphthalenesulfonyl chloride), C[Si](C)(C)[N-][Si](C)(C)C.[Na+] (NaN(TMS)2). Run in C1CCOC1 (THF). The product is C1CCN2CCC(CC12)C1=CN(C2=CC=CN=C12)S(=O)(=O)C1=CC2=CC=CC=C2C=C1 (3-(Octahydro-7-indolizinyl)-1-(2-naphthalenesulfonyl)-4-azaindole). Reaction SMILES: [CH2:1]1[CH:9]2[N:4]([CH2:5][CH2:6][CH:7]([C:10]3[C:18]4[C:13](=[CH:14][CH:15]=[CH:16][N:17]=4)[NH:12][CH:11]=3)[CH2:8]2)[CH2:3][CH2:2]1.[CH:19]1[C:28]2[C:23](=[CH:24][CH:25]=[CH:26][CH:27]=2)[CH:22]=[CH:21][C:20]=1[S:29](Cl)(=[O:31])=[O:30].C[Si]([N-][Si](C)(C)C)(C)C.[Na+]>C1COCC1>[CH2:1]1[CH:9]2[N:4]([CH2:5][CH2:6][CH:7]([C:10]3[C:18]4[C:13](=[CH:14][CH:15]=[CH:16][N:17]=4)[N:12]([S:29]([C:20]4[CH:21]=[CH:22][C:23]5[C:28](=[CH:27][CH:26]=[CH:25][CH:24]=5)[CH:19]=4)(=[O:31])=[O:30])[CH:11]=3)[CH2:8]2)[CH2:3][CH2:2]1 |f:2.3|. Procedure: from 3-(octahydro-7-indolizinyl)-1-H-4-azaindole (10 mg, 0.0415 mmol), 2-naphthalenesulfonyl chloride (17.3 mg, 0.083 mmol) and 1M NaN(TMS)2 (100 μL, 0.10 mmol) in THF (1 mL) at RT. Starting materials: polyvinyl alcohol, polyvinyl pyrrolidone, C=1C=CC(=C(C1)/C(=C/2\C=CC(=O)C(=C2)O)/C=3C=CC(=C(C3)O)O)S(=O)(=O)O (Pyrocatechol violet), [O-][Mo](=O)(=O)[O-].[Na+].[Na+] (sodium molybdate), C(CCC(=O)O)(=O)O (succinic acid), C(C(=O)[O-])(=O)[O-].[Na+].[Na+] (sodium oxalate), C(C1=CC=CC=C1)(=O)[O-].[Na+] (sodium benzoate), Cl (HCl). The solvent is O (water). Reaction conditions: time 8 hour. Product: C=1C=CC(=C(C1)/C(=C/2\C=CC(=O)C(=C2)O)/C=3C=CC(=C(C3)O)O)S(=O)(=O)O.[Mo] (Pyrocatechol Violet Molybdenum). As a reaction SMILES: C(O)(=O)CCC(O)=O.C([O-])(=O)C([O-])=O.[Na+].[Na+].C([O-])(=O)C1C=CC=CC=1.[Na+].[CH:27]1[CH:28]=[CH:29][C:30]([S:50]([OH:53])(=[O:52])=[O:51])=[C:31](/[C:33](/[C:42]2[CH:43]=[CH:44][C:45]([OH:49])=[C:46]([OH:48])[CH:47]=2)=[C:34]2\[CH:35]=[CH:36][C:37]([C:39]([OH:41])=[CH:40]\2)=[O:38])[CH:32]=1.[O-][Mo:55]([O-])(=O)=O.[Na+].[Na+].Cl>O>[CH:27]1[CH:28]=[CH:29][C:30]([S:50]([OH:53])(=[O:51])=[O:52])=[C:31](/[C:33](/[C:34]2[CH:35]=[CH:36][C:37]([OH:38])=[C:39]([OH:41])[CH:40]=2)=[C:42]2\[CH:43]=[CH:44][C:45]([C:46]([OH:48])=[CH:47]\2)=[O:49])[CH:32]=1.[Mo:55] |f:1.2.3,4.5,7.8.9,12.13|. Procedure details: In 940 ml of ultra pure water, 5.9 g succinic acid, 0.14 g sodium oxalate and 0.5 g sodium benzoate was dissolved. Pyrocatechol violet solution (100 mg dissolved in 40 ml methanol) was added followed by the addition of 16 ml sodium molybdate solution (120 mg dissolved in 50 ml ultrapure water). The pH was adjusted to 2.5 using 50% v/v HCl solution followed by the addition of 2 g polyvinyl alcohol (30-70 kD) and 1 g polyvinyl pyrrolidone (55 kD). The solution was stirred overnight at about 20° C.... Reactants: BrCCCCN(C1=CC=C(C(=O)OCC)C=C1)S(=O)(=O)C1=CC=C(C)C=C1 (ethyl 4-[(4-bromobutyl)tosylamino]benzoate), [Na] (sodium), C(#N)CC(=O)OCC (ethyl cyanoacetate), C(C)(=O)O (acetic acid). Solvent: C(C)O (ethanol), C(C)(=O)OCC (ethyl acetate), C(C)O (ethanol). Conditions: time 8 hour. Product: C(#N)C(CCCCN(C1=CC=C(C(=O)OCC)C=C1)S(=O)(=O)C1=CC=C(C)C=C1)C(=O)OCC (Ethyl 4-[(5-cyano-6-ethoxy-6-oxohexyl)tosylamino]benzoate). Reaction SMILES: [Na].[C:2]([CH2:4][C:5]([O:7][CH2:8][CH3:9])=[O:6])#[N:3].Br[CH2:11][CH2:12][CH2:13][CH2:14][N:15]([S:27]([C:30]1[CH:36]=[CH:35][C:33]([CH3:34])=[CH:32][CH:31]=1)(=[O:29])=[O:28])[C:16]1[CH:26]=[CH:25][C:19]([C:20]([O:22][CH2:23][CH3:24])=[O:21])=[CH:18][CH:17]=1.C(O)(=O)C>C(O)C.C(OCC)(=O)C>[C:2]([CH:4]([C:5]([O:7][CH2:8][CH3:9])=[O:6])[CH2:11][CH2:12][CH2:13][CH2:14][N:15]([S:27]([C:30]1[CH:31]=[CH:32][C:33]([CH3:34])=[CH:35][CH:36]=1)(=[O:28])=[O:29])[C:16]1[CH:17]=[CH:18][C:19]([C:20]([O:22][CH2:23][CH3:24])=[O:21])=[CH:25][CH:26]=1)#[N:3] |^1:0|. Procedure details: A mixture of 0.506 g (0.0220 mol) of sodium in 10 mL of absolute ethanol under nitrogen was refluxed briefly, and a solution formed. After it had cooled to room temperature, to the solution was added dropwise over a 2-min period 2.74 g (0.0242 mol) of ethyl cyanoacetate. The mixture was refluxed for 10 min and was allowed to cool to room temperature. Then to it was added over a 6-min period 5.00 g (0.0110 mol) of ethyl 4-[(4-bromobutyl)tosylamino]benzoate and 15 mL of rinse absolute ethanol. The... RXN SMILES: [Br:14][c:15]1[cH:16][c:17]([CH3:29])[c:18]([C:19](=[O:20])[O:21][CH3:22])[cH:23][c:24]1[S:25](=[O:26])(=[O:27])[CH3:28].[C:30](=[O:31])([O-:32])[O-:33].[Cs+:34].[Cs+:35].[F:1][S:2]([c:3]1[cH:4][cH:5][c:6]([OH:9])[cH:7][cH:8]1)([F:10])([F:11])([F:12])[F:13].[O:37]=[CH:38][N:39]([CH3:40])[CH3:41].[OH2:36]>>[F:1][S:2]([c:3]1[cH:4][cH:5][c:6]([O:9][c:15]2[cH:16][c:17]([CH3:29])[c:18]([C:19](=[O:20])[O:21][CH3:22])[cH:23][c:24]2[S:25](=[O:26])(=[O:27])[CH3:28])[cH:7][cH:8]1)([F:10])([F:11])([F:12])[F:13]. Yields the product COC(=O)c1cc(S(C)(=O)=O)c(Oc2ccc(S(F)(F)(F)(F)F)cc2)cc1C. Reactants: COC(=O)c1cc(S(C)(=O)=O)c(Br)cc1C, O=C([O-])[O-], [Cs+], [Cs+], Oc1ccc(S(F)(F)(F)(F)F)cc1, CN(C)C=O, O. Starting materials: COC(C1=C(C(=CC=C1)[N+](=O)[O-])N)=O (2-amino-3-nitro-benzoic acid methyl ester), [OH-].[Na+] (sodium hydroxide), CCO (EtOH). The solvent is O (water). Conditions: temperature 80 celsius. The product is [Na+].NC1=C(C(=O)[O-])C=CC=C1[N+](=O)[O-] (2-Amino-3-nitro-benzoic acid sodium salt). RXN SMILES: C[O:2][C:3](=[O:14])[C:4]1[CH:9]=[CH:8][CH:7]=[C:6]([N+:10]([O-:12])=[O:11])[C:5]=1[NH2:13].[OH-].[Na+:16].CCO>O>[Na+:16].[NH2:13][C:5]1[C:6]([N+:10]([O-:12])=[O:11])=[CH:7][CH:8]=[CH:9][C:4]=1[C:3]([O-:14])=[O:2] |f:1.2,5.6|. Procedure details: A suspension of 2-amino-3-nitro-benzoic acid methyl ester (785 mg, 4 mmol) and sodium hydroxide (194 mg, 4.4 mmol) in mixed solvent of EtOH (2 mL) and water (2 mL) was heated at 80° C. for 5 h. After it was cooled to the room temperature, the red colored precipitate was formed and dried at 40° C. under reduced pressure to afford the crude product. Starting materials: FC([C@@H](C)O)(F)F ((2R)-1,1,1-trifluoropropan-2-ol), ClC=1C(=NC=CC1)F (3-chloro-2-fluoropyridine), FC([C@@H](C)O)(F)F ((2R)-1,1,1-trifluoropropan-2-ol), C(=O)([O-])[O-].[Cs+].[Cs+] (Cs2CO3). Solvent: CS(=O)C (DMSO). Conditions: temperature 80 celsius, time 2 hour. Product: ClC=1C(=NC=CC1)O[C@@H](C(F)(F)F)C (3-chloro-2-[(1R)-2,2,2-trifluoro-1-methylethoxy]pyridine). The yield is 42.6%. As a reaction SMILES: [Cl:1][C:2]1[C:3](F)=[N:4][CH:5]=[CH:6][CH:7]=1.[F:9][C:10]([F:15])([F:14])[C@H:11]([OH:13])[CH3:12].C([O-])([O-])=O.[Cs+].[Cs+]>CS(C)=O>[Cl:1][C:2]1[C:3]([O:13][C@H:11]([CH3:12])[C:10]([F:15])([F:14])[F:9])=[N:4][CH:5]=[CH:6][CH:7]=1 |f:2.3.4|. Procedure details: To a solution of 3-chloro-2-fluoropyridine (500 mg, 3.8 mmol) and (2R)-1,1,1-trifluoropropan-2-ol (75 wt % solution in TBME, 752 mg, 4.9 mmol) in DMSO (7 mL) was added Cs2CO3 (1.6 g, 4.9 mmol) at room temperature under N2. The resulting mixture was stirred at 80° C. for 2 hours. To the reaction mixture was added another 500 mg of (2R)-1,1,1-trifluoropropan-2-ol and the mixture stirred at the same temperature for another 2.5 hours. The reaction mixture was cooled to room temperature, and partitio... Reactants: CC(C)(C)[Si](C)(C)OC(c1ccc(CN2CCN(C(=O)c3ccc(NC(=O)NC4CCS(=O)CC4)c(F)c3)CC2)cc1)(C(F)(F)F)C(F)(F)F, [F-], [K+], C1CCOC1. Yields the product O=C(Nc1ccc(C(=O)N2CCN(Cc3ccc(C(O)(C(F)(F)F)C(F)(F)F)cc3)CC2)cc1F)NC1CCS(=O)CC1. RXN SMILES: [C:1]([Si:2]([CH3:3])([CH3:4])[O:6][C:7]([C:8]([F:9])([F:10])[F:11])([C:12]([F:13])([F:14])[F:15])[c:16]1[cH:17][cH:18][c:19]([CH2:20][N:21]2[CH2:22][CH2:23][N:24]([C:27](=[O:28])[c:29]3[cH:30][c:31]([F:46])[c:32]([NH:35][C:36](=[O:37])[NH:38][CH:39]4[CH2:40][CH2:41][S:42](=[O:45])[CH2:43][CH2:44]4)[cH:33][cH:34]3)[CH2:25][CH2:26]2)[cH:47][cH:48]1)([CH3:5])([CH3:49])[CH3:50].[F-:51].[K+:52].[O:53]1[CH2:54][CH2:55][CH2:56][CH2:57]1>>[OH:6][C:7]([C:8]([F:9])([F:10])[F:11])([C:12]([F:13])([F:14])[F:15])[c:16]1[cH:17][cH:18][c:19]([CH2:20][N:21]2[CH2:22][CH2:23][N:24]([C:27](=[O:28])[c:29]3[cH:30][c:31]([F:46])[c:32]([NH:35][C:36](=[O:37])[NH:38][CH:39]4[CH2:40][CH2:41][S:42](=[O:45])[CH2:43][CH2:44]4)[cH:33][cH:34]3)[CH2:25][CH2:26]2)[cH:47][cH:48]1.